This data is from the Open Reaction Database (ORD), a public repository of structured organic reaction records. The task is: describe an organic reaction: reactants, conditions, products, and yield Starting materials: CCN(C(C)C)C(C)C, COC(=O)Cl, ClCCl, COC(=O)C1CCNC(Cc2ccccc2F)C1. Yields the product COC(=O)C1CCN(C(=O)OC)C(Cc2ccccc2F)C1. RXN SMILES: [CH:19]([N:20]([CH2:21][CH3:22])[CH:23]([CH3:24])[CH3:25])([CH3:26])[CH3:27].[Cl:28][C:29](=[O:30])[O:31][CH3:32].[Cl:33][CH2:34][Cl:35].[F:1][c:2]1[c:3]([CH2:4][CH:5]2[NH:6][CH2:7][CH2:8][CH:9]([C:11](=[O:12])[O:13][CH3:14])[CH2:10]2)[cH:15][cH:16][cH:17][cH:18]1>>[F:1][c:2]1[c:3]([CH2:4][CH:5]2[N:6]([C:29](=[O:30])[O:31][CH3:32])[CH2:7][CH2:8][CH:9]([C:11](=[O:12])[O:13][CH3:14])[CH2:10]2)[cH:15][cH:16][cH:17][cH:18]1.